This data is from the Open Reaction Database (ORD), a public repository of structured organic reaction records. The task is: describe an organic reaction: reactants, conditions, products, and yield Starting materials: ClC1=C(C=CC=C1)C=1C2=C(NC(CN1)=O)SC(=C2)CCC2=CC=C(C=C2)Cl (5-(2-chlorophenyl)-7-[2-(4-chlorophenyl)ethyl]-1,3-dihydro-2H-thieno[2,3-e]-1,4-diazepin-2-one), COC=1C=CC(=CC1)P2(=S)SP(=S)(S2)C=3C=CC(=CC3)OC (Lawesson reagent). Solvent: C1(=CC=CC=C1)C (toluene). The product is ClC1=C(C=CC=C1)C=1C2=C(NC(CN1)=S)SC(=C2)CCC2=CC=C(C=C2)Cl (5-(2-chlorophenyl)-7-[2-(4-chlorophenyl)ethyl]-1,3-dihydro-2H-thieno[2,3-e]-1,4-diazepine-2-thione). Yield: 86.1%. RXN SMILES: [Cl:1][C:2]1[CH:7]=[CH:6][CH:5]=[CH:4][C:3]=1[C:8]1[C:9]2[CH:18]=[C:17]([CH2:19][CH2:20][C:21]3[CH:26]=[CH:25][C:24]([Cl:27])=[CH:23][CH:22]=3)[S:16][C:10]=2[NH:11][C:12](=O)[CH2:13][N:14]=1.COC1C=CC(P2(SP(C3C=CC(OC)=CC=3)(=S)S2)=[S:37])=CC=1>C1(C)C=CC=CC=1>[Cl:1][C:2]1[CH:7]=[CH:6][CH:5]=[CH:4][C:3]=1[C:8]1[C:9]2[CH:18]=[C:17]([CH2:19][CH2:20][C:21]3[CH:26]=[CH:25][C:24]([Cl:27])=[CH:23][CH:22]=3)[S:16][C:10]=2[NH:11][C:12](=[S:37])[CH2:13][N:14]=1. Procedure details: A suspension of 8.2 g of 5-(2-chlorophenyl)-7-[2-(4-chlorophenyl)ethyl]-1,3-dihydro-2H-thieno[2,3-e]-1,4-diazepin-2-one, melting at 201°-203° C. and 4.9 g of Lawesson reagent in 160 ml of toluene is stirred at 40°-45° C. for an hour. The resultant solution is concentrated under reduced pressure, and the residue is subjected to chromatography on silica gel and then eluted with chloroform-methanol (100:1 to 100:2). The objective fraction is concentrated under reduced pressure to give 4.5 g of 5-(2... Starting materials: ClCC(=O)N1[C@@H](C[C@H](C1)O[Si](C)(C)C)C(=O)O[Si](C)(C)C (trimethylsilyl (2S,4R)—N-(chloroacetyl)-4-(trimethylsilyloxy)pyrrolidine-2-carboxylate), Teflon, Teflon, [F-].[Na+] (NaF). Reaction conditions: time 15 hour. As a reaction SMILES: [Cl:1][CH2:2][C:3]([N:5]1[CH2:9][C@H:8]([O:10][Si](C)(C)C)[CH2:7][C@H:6]1[C:15]([O:17][Si](C)(C)C)=[O:16])=[O:4].[F-].[Na+]>C(#N)C>[Cl:1][CH2:2][C:3]([N:5]1[CH2:9][C@H:8]([OH:10])[CH2:7][C@H:6]1[C:15]([OH:17])=[O:16])=[O:4] |f:1.2|. Solvent: C(C)#N (acetonitrile). Procedure: Anhydrous HF with nitrogen gas was bubbled into a solution of trimethylsilyl (2S,4R)—N-(chloroacetyl)-4-(trimethylsilyloxy)pyrrolidine-2-carboxylate (4.70 g, 15.0 mmol) in 20 ml of acetonitrile in a Teflon container [HF was generated by heating 10 g (100 mmol) of NaF.HF at 215° C. in a Teflon® vessel and carried with nitrogen flow into the solution]. The reaction mixture was then stirred at room temperature for 15 h. The reaction mixture was evaporated to dryness in vacuo. The resulting solid wa... Yields the product ClCC(=O)N1[C@@H](C[C@H](C1)O)C(=O)O ((2S,4R)—N-(chloroacetyl)-4-hydroxypyrrolidine-2-carboxylic acid). Yield: 85.7%.